Dataset: the Open Reaction Database (ORD), a public repository of structured organic reaction records. Task: describe an organic reaction: reactants, conditions, products, and yield Starting materials: C(C)(=O)OC(C)=O (acetic anhydride), C(C)OC(=O)C=1N=CC=2NC3=CC=C(C=C3C2C1C)N (6-amino-4-methyl-β-carbolin-3-carboxylic acid ethyl ester), ice water. The solvent is N1=CC=CC=C1 (pyridine). Yields the product C(C)OC(=O)C=1N=CC=2NC3=CC=C(C=C3C2C1C)NC(C)=O (6-acetamido-4-methyl-β-carbolin-3-carboxylic acid ethyl ester). RXN SMILES: [CH2:1]([O:3][C:4]([C:6]1[N:7]=[CH:8][C:9]2[NH:10][C:11]3[C:16]([C:17]=2[C:18]=1[CH3:19])=[CH:15][C:14]([NH2:20])=[CH:13][CH:12]=3)=[O:5])[CH3:2].[C:21](OC(=O)C)(=[O:23])[CH3:22]>N1C=CC=CC=1>[CH2:1]([O:3][C:4]([C:6]1[N:7]=[CH:8][C:9]2[NH:10][C:11]3[C:16]([C:17]=2[C:18]=1[CH3:19])=[CH:15][C:14]([NH:20][C:21](=[O:23])[CH3:22])=[CH:13][CH:12]=3)=[O:5])[CH3:2]. Reported procedure: 0.6 g of 6-amino-4-methyl-β-carbolin-3-carboxylic acid ethyl ester is dissolved in 6 ml of pyridine and 1.5 ml of acetic anhydride and the whole is stirred for 16 hours at room temperature. The mixture is then stirred into 30 ml of ice water and intensely extracted with ethyl acetate. The extracts are washed until neutral with semisaturated common salt solution, dried using sodium sulphate and filtered. The solvent is distilled off in vacuo. The residue (0.78 g) is recrystallized from acetone-di... The reactants are OCC(=O)C1=C(C=CC=C1)C1=CC2=C(NC(=N2)COC2=CC=C(C=C2)C(F)(F)F)C=C1 (2-hydroxy-1-{2-[2-(4-trifluoromethyl-phenoxymethyl)-1H-benzoimidazol-5-yl]-phenyl}-ethanone), [BH4-].[Na+] (sodium borohydride). Run in C(C)O (ethanol). Reaction conditions: time 20 minute. Product: FC(C1=CC=C(OCC2=NC3=C(N2)C=CC(=C3)C3=C(C=CC=C3)C(CO)O)C=C1)(F)F (1-{2-[2-(4-trifluoromethyl-phenoxymethyl)-1H-benzoimidazol-5-yl]-phenyl}-ethane-1,2-diol). Yield: 91.2%. Reaction SMILES: [OH:1][CH2:2][C:3]([C:5]1[CH:10]=[CH:9][CH:8]=[CH:7][C:6]=1[C:11]1[CH:31]=[CH:30][C:14]2[NH:15][C:16]([CH2:18][O:19][C:20]3[CH:25]=[CH:24][C:23]([C:26]([F:29])([F:28])[F:27])=[CH:22][CH:21]=3)=[N:17][C:13]=2[CH:12]=1)=[O:4].[BH4-].[Na+]>C(O)C>[F:29][C:26]([F:27])([F:28])[C:23]1[CH:24]=[CH:25][C:20]([O:19][CH2:18][C:16]2[NH:15][C:14]3[CH:30]=[CH:31][C:11]([C:6]4[CH:7]=[CH:8][CH:9]=[CH:10][C:5]=4[CH:3]([OH:4])[CH2:2][OH:1])=[CH:12][C:13]=3[N:17]=2)=[CH:21][CH:22]=1 |f:1.2|. Procedure: A solution of 2-hydroxy-1-{2-[2-(4-trifluoromethyl-phenoxymethyl)-1H-benzoimidazol-5-yl]-phenyl}-ethanone (0.082 g, 0.192 mmol) in ethanol (6 mL) was added sodium borohydride (0.029 g, 0.769 mmol) at 0° C. After stirring for 20 min, the reaction was quenched by water. EtOAc was added to dilute and the organic layer was washed with brine, dried over Na2SO4, and concentrated under reduced pressure to provide a residue, which was purified by chromatography (silica, CH2Cl2: MeOH, 10:1) to afford the...